From a dataset of the Open Reaction Database (ORD), a public repository of structured organic reaction records. describe an organic reaction: reactants, conditions, products, and yield The reactants are C1(CCCC2=CC=CC=C12)CC(=O)O (1,2,3,4-tetrahydronaphthalen-1-ylacetic acid), COC=1C(=CC2=C(CCO2)C1)N1CCNCC1 (4-(2,3-dihydro-5-methoxybenzofuran-6-yl)piperazine). The product is COC=1C(=CC2=C(CCO2)C1)N1CCN(CC1)CCC1CCCC2=CC=CC=C12 (1-(2,3-Dihydro-5-methoxybenzofuran-6-yl)-4-[2-(1,2,3,4-tetrahydronaphthalen-1-yl)ethyl]piperazine). Reaction SMILES: [CH:1]1([CH2:11][C:12](O)=O)[C:10]2[C:5](=[CH:6][CH:7]=[CH:8][CH:9]=2)[CH2:4][CH2:3][CH2:2]1.[CH3:15][O:16][C:17]1[C:18]([N:26]2[CH2:31][CH2:30][NH:29][CH2:28][CH2:27]2)=[CH:19][C:20]2[O:24][CH2:23][CH2:22][C:21]=2[CH:25]=1>>[CH3:15][O:16][C:17]1[C:18]([N:26]2[CH2:27][CH2:28][N:29]([CH2:12][CH2:11][CH:1]3[C:10]4[C:5](=[CH:6][CH:7]=[CH:8][CH:9]=4)[CH2:4][CH2:3][CH2:2]3)[CH2:30][CH2:31]2)=[CH:19][C:20]2[O:24][CH2:23][CH2:22][C:21]=2[CH:25]=1. Procedure details: Prepared as described in Example 9, starting from 1,2,3,4-tetrahydronaphthalen-1-ylacetic acid and 4-(2,3-dihydro-5-methoxybenzofuran-6-yl)piperazine. The fumarate of the title compound melts at 219°-220° C. after recrystallisation from ethanol. Starting materials: Cl.NO (hydroxylamine hydrochloride), C(=O)[O-].[Na+] (sodium formate), ClC1=NC2=CC=CC=C2C=C1C=O (2-chloro-3-quinolinecarboxaldehyde). Solvent: C(=O)O (formic acid). Conditions: temperature 110 celsius. Product: C(#N)C=1C(NC2=CC=CC=C2C1)=O (3-cyano-2(1H)-quinolinone). RXN SMILES: Cl.[NH2:2]O.[CH:4]([O-:6])=O.[Na+].ClC1[C:18]([CH:19]=O)=[CH:17][C:16]2[C:11](=[CH:12][CH:13]=[CH:14][CH:15]=2)[N:10]=1>C(O)=O>[C:19]([C:18]1[C:4](=[O:6])[NH:10][C:11]2[C:16]([CH:17]=1)=[CH:15][CH:14]=[CH:13][CH:12]=2)#[N:2] |f:0.1,2.3|. Procedure details: A mixture was prepared from 6 liters of 97% formic acid, 300 g of hydroxylamine hydrochloride, 500 g of sodium formate, and 700 g of 2-chloro-3-quinolinecarboxaldehyde and this mixture was heated to reflux (110° C.). The resulting solution was then maintained at 110° C. for 18 hours. The solution was then cooled and the solid which crystallized was separated by filtration and then successively washed twice with water, once with ethanol and once with methylene chloride to give 3-cyano-2(1H)-quino... The reactants are N1C=C(C2=CC=CC=C12)/C=C/C(=O)C1=CC(=C(C(=C1)OC)OC)OC ((E)-3-(Indol-3-yl)-1-(3,4,5-trimethoxyphenyl)-2-propen-1-one), C(C1=CC=CC=C1)Br (benzyl bromide). Yields the product C(C1=CC=CC=C1)N1C=C(C2=CC=CC=C12)/C=C/C(=O)C1=CC(=C(C(=C1)OC)OC)OC ((E)-3-(1-Benzylindol-3-yl)-1-(3,4,5-trimethoxyphenyl)-2-propen-1-one). Yield: 70.3%. Reaction SMILES: [NH:1]1[C:9]2[C:4](=[CH:5][CH:6]=[CH:7][CH:8]=2)[C:3](/[CH:10]=[CH:11]/[C:12]([C:14]2[CH:19]=[C:18]([O:20][CH3:21])[C:17]([O:22][CH3:23])=[C:16]([O:24][CH3:25])[CH:15]=2)=[O:13])=[CH:2]1.[CH2:26](Br)[C:27]1[CH:32]=[CH:31][CH:30]=[CH:29][CH:28]=1>>[CH2:26]([N:1]1[C:9]2[C:4](=[CH:5][CH:6]=[CH:7][CH:8]=2)[C:3](/[CH:10]=[CH:11]/[C:12]([C:14]2[CH:19]=[C:18]([O:20][CH3:21])[C:17]([O:22][CH3:23])=[C:16]([O:24][CH3:25])[CH:15]=2)=[O:13])=[CH:2]1)[C:27]1[CH:32]=[CH:31][CH:30]=[CH:29][CH:28]=1. Procedure details: Substantially the same procedure as in Example 3 was repeated using Compound 1 (2.37 g) obtained in Example 1 and benzyl bromide (1.8 g) except that the obtained crude crystals were recrystallized from ethanol and then from a mixed solvent of ethyl acetate and hexane, to give Compound 47 (2.11 g). Reactants: C(=S)(Cl)Cl (thiophosgene), FC=1C=C(C=CC1F)C=1C(=NC=C(C1)C)N (3-(3,4-difluorophenyl)-5-methylpyridin-2-amine), C([O-])(O)=O.[Na+] (sodium bicarbonate). The solvent is ClCCl (dichloromethane), ClCCl (dichloromethane), O (water). Conditions: time 15 minute. Product: FC=1C=C(C=CC1F)C=1C(=NC=C(C1)C)N=C=S (3-(3,4-Difluorophenyl)-2-isothiocyanato-5-methylpyridine). RXN SMILES: [F:1][C:2]1[CH:3]=[C:4]([C:9]2[C:10]([NH2:16])=[N:11][CH:12]=[C:13]([CH3:15])[CH:14]=2)[CH:5]=[CH:6][C:7]=1[F:8].C(=O)(O)[O-].[Na+].[C:22](Cl)(Cl)=[S:23]>ClCCl.O>[F:1][C:2]1[CH:3]=[C:4]([C:9]2[C:10]([N:16]=[C:22]=[S:23])=[N:11][CH:12]=[C:13]([CH3:15])[CH:14]=2)[CH:5]=[CH:6][C:7]=1[F:8] |f:1.2|. Procedure details: To a solution of 3-(3,4-difluorophenyl)-5-methylpyridin-2-amine (0.6 g, 2.7 mmol) in dichloromethane (15 mL) was added a solution of sodium bicarbonate (2.3 g, 26.7 mmol) in water (25 mL) followed by a solution of thiophosgene (0.25 mL, 3.2 mmol) in dichloromethane (1 mL) and the mixture stirred for 15 minutes. The phases were separated and the organic phase was dried with sodium sulfate and the solvent was evaporated in vacuo to afford the title compound was obtained as a crystalline yellow sol... The reactants are N([C@@H](COCC1=CC=CC=C1)C(=O)N[C@@H](CC1=CC=C(C=C1)OCC1=CC=CC=C1)C(=O)OCC1=CC=CC=C1)C(=O)OC(C)(C)C (Boc-Ser(Bzl)-Tyr(Bzl)-OBzl), CN(C)C=O (DMF), ( B ), CS(=O)(=O)O (methansulfonic acid), C=1C=CC2=C(C1)N=NN2O (HOBt). Run in CCN(CC)CC (Et3N), O (H2O). Product: N([C@@H](CC(N)=O)C(=O)O)C(=O)OC(C)(C)C (Boc-Asn-OH), CCN=C=NCCCN(C)C (WSC). As a reaction SMILES: [CH3:1][N:2]([CH:4]=[O:5])[CH3:3].[NH:6]([C:46]([O:48][C:49]([CH3:52])([CH3:51])[CH3:50])=[O:47])[C@H:7]([C:17]([NH:19][C@H:20]([C:36](OCC1C=CC=CC=1)=O)CC1C=CC(OCC2C=CC=CC=2)=CC=1)=O)[CH2:8][O:9]CC1C=CC=CC=1.CS(O)(=O)=[O:55].C1C=C[C:61]2N(O)N=[N:64][C:62]=2C=1>O.CCN(CC)CC>[NH:6]([C:46]([O:48][C:49]([CH3:50])([CH3:51])[CH3:52])=[O:47])[C@H:7]([C:8]([OH:9])=[O:55])[CH2:17][C:4](=[O:5])[NH2:2].[CH3:61][CH2:62][N:64]=[C:17]=[N:19][CH2:20][CH2:36][CH2:4][N:2]([CH3:3])[CH3:1]. Reported procedure: [α]D20 =-16.7° (C=1, DMF) (B) From 133.2 g of DP-2, 100 g of methansulfonic acid, 84.4 g of Et3N, 36.7 g of HOBt.H2O, 55.7 g of Boc-Asn-OH and 37.2 g of WSC, 157 g (100%) of DP-3 are obtained by employing the same technique described in example I-7. RXN SMILES: Br[C:2]1[C:3]2[C:4]3[CH:18]=[CH:17][S:16][C:5]=3[C:6](=[O:15])[NH:7][C:8]=2[C:9]([CH3:14])=[CH:10][C:11]=1[O:12][CH3:13].[F:19][C:20]1[CH:25]=[C:24](B2OC(C)(C)C(C)(C)O2)[CH:23]=[CH:22][C:21]=1[CH:35]([CH3:46])[CH2:36][N:37]([CH3:45])[C:38](=[O:44])[O:39][C:40]([CH3:43])([CH3:42])[CH3:41]>>[F:19][C:20]1[CH:25]=[C:24]([C:2]2[C:3]3[C:4]4[CH:18]=[CH:17][S:16][C:5]=4[C:6](=[O:15])[NH:7][C:8]=3[C:9]([CH3:14])=[CH:10][C:11]=2[O:12][CH3:13])[CH:23]=[CH:22][C:21]=1[CH:35]([CH3:46])[CH2:36][N:37]([CH3:45])[C:38](=[O:44])[O:39][C:40]([CH3:41])([CH3:43])[CH3:42]. The reactants are BrC=1C=2C3=C(C(NC2C(=CC1OC)C)=O)SC=C3 (9-bromo-8-methoxy-6-methylthieno[2,3-c]quinolin-4(5H)-one), FC1=C(C=CC(=C1)B1OC(C(O1)(C)C)(C)C)C(CN(C(OC(C)(C)C)=O)C)C (tert-butyl 2-(2-fluoro-4-(4,4,5,5-tetramethyl-1,3,2-dioxaborolan-2-yl)phenyl)propyl(methyl)carbamate). The yield is 36.0%. Yields the product FC1=C(C=CC(=C1)C=1C=2C3=C(C(NC2C(=CC1OC)C)=O)SC=C3)C(CN(C(OC(C)(C)C)=O)C)C (tert-Butyl 2-(2-fluoro-4-(8-methoxy-6-methyl-4-oxo-4,5-dihydrothieno[2,3-c]quinolin-9-yl)phenyl)propyl(methyl)carbamate). Reported procedure: Following General Procedure B, 9-bromo-8-methoxy-6-methylthieno[2,3-c]quinolin-4(5H)-one) (380 mg, 1.16 mmol) was reacted with tert-butyl 2-(2-fluoro-4-(4,4,5,5-tetramethyl-1,3,2-dioxaborolan-2-yl)phenyl)propyl(methyl)carbamate (400 mg, 1.1 mmol) to afford the desired product (190 mg, 36%) as a yellow solid: ESI MS m/z 511 [C28H31FN2O4S+H]+.